This data is from the Open Reaction Database (ORD), a public repository of structured organic reaction records. The task is: describe an organic reaction: reactants, conditions, products, and yield Reactants: OCCBr, O=C([O-])[O-], O=C(CO)N1CCCC1COc1cc(O)cc2ncnc(Nc3ccc(F)c(Cl)c3)c12, [K+], [K+], CN(C)C=O, O. The product is O=C(CO)N1CCCC1COc1cc(OCCO)cc2ncnc(Nc3ccc(F)c(Cl)c3)c12. Reaction SMILES: [Br:1][CH2:2][CH2:3][OH:4].[C:5](=[O:6])([O-:7])[O-:8].[Cl:11][c:12]1[cH:13][c:14]([NH:15][c:16]2[n:17][cH:18][n:19][c:20]3[cH:21][c:22]([OH:37])[cH:23][c:24]([O:26][CH2:27][CH:28]4[N:29]([C:33]([CH2:34][OH:35])=[O:36])[CH2:30][CH2:31][CH2:32]4)[c:25]23)[cH:38][cH:39][c:40]1[F:41].[K+:10].[K+:9].[O:43]=[CH:44][N:45]([CH3:46])[CH3:47].[OH2:42]>>[CH2:2]([CH2:3][OH:4])[O:37][c:22]1[cH:21][c:20]2[n:19][cH:18][n:17][c:16]([NH:15][c:14]3[cH:13][c:12]([Cl:11])[c:40]([F:41])[cH:39][cH:38]3)[c:25]2[c:24]([O:26][CH2:27][CH:28]2[N:29]([C:33]([CH2:34][OH:35])=[O:36])[CH2:30][CH2:31][CH2:32]2)[cH:23]1. Reactants: [N+](=O)([O-])C1=C(CBr)C=CC=C1 (2-nitrobenzylbromide), [N+](=O)([O-])C1=C(CBr)C=CC=C1 (2-nitrobenzyl bromide), C(C)(C)(C)OC(C(CO)NS(=O)(=O)C1=CC=C(C=C1)OC)=O (3-hydroxy-2-(4-methoxybenzenesulfonylamino)-propionic acid tert-butyl ester), [H-].[Na+] (sodium hydride). The solvent is CN(C=O)C (N,N-dimethylformamide), CN(C=O)C (N,N-dimethylformamide). Conditions: time 4 hour. Product: OCC(C(=O)OC(C)(C)C)N(CC1=C(C=CC=C1)[N+](=O)[O-])S(=O)(=O)C1=CC=C(C=C1)OC (3-Hydroxy-2-[(4-methoxybenzenesulfonyl)-(2-nitrobenzyl)amino]propionic acid, tert-butyl ester). Yield: 129.1%. Reaction SMILES: [C:1]([O:5][C:6](=[O:22])[CH:7]([NH:10][S:11]([C:14]1[CH:19]=[CH:18][C:17]([O:20][CH3:21])=[CH:16][CH:15]=1)(=[O:13])=[O:12])[CH2:8][OH:9])([CH3:4])([CH3:3])[CH3:2].[H-].[Na+].[N+:25]([C:28]1[CH:35]=[CH:34][CH:33]=[CH:32][C:29]=1[CH2:30]Br)([O-:27])=[O:26]>CN(C)C=O>[OH:9][CH2:8][CH:7]([N:10]([S:11]([C:14]1[CH:15]=[CH:16][C:17]([O:20][CH3:21])=[CH:18][CH:19]=1)(=[O:13])=[O:12])[CH2:30][C:29]1[CH:32]=[CH:33][CH:34]=[CH:35][C:28]=1[N+:25]([O-:27])=[O:26])[C:6]([O:5][C:1]([CH3:4])([CH3:3])[CH3:2])=[O:22] |f:1.2|. Procedure: To 6.16 g (18.6 mmol) of 3-hydroxy-2-(4-methoxybenzenesulfonylamino)-propionic acid tert-butyl ester in 50 ml of N,N-dimethylformamide, cooled in an ice bath, was added 0.781 g (19.5 mmol) of sodium hydride. After gas evolution ceased, a solution of 4.02 g (18.6 mmol) of 2-nitrobenzylbromide in 18 ml of N,N-dimethylformamide was added dropwise. The mixture was stirred under nitrogen at room temperature for 4 hours and 1.0 g of 2-nitrobenzyl bromide was added. The mixture was stirred at room temp... Starting materials: CI (methyl iodide), [H-].[Na+] (sodium hydride), CI (methyl iodide), C(C1=CC=CC=C1)N1C(C2=CC=CC=C2CC1)C(C)(C)O (2-(2-benzyl-1,2,3,4-tetrahydroisoquinolin-1-yl)propan-2-ol), [H-].[Na+] (sodium hydride), O (Water). Solvent: C1CCOC1 (THF), C1CCOC1 (THF). Conditions: time 0.5 hour. The product is C(C1=CC=CC=C1)N1C(C2=CC=CC=C2CC1)C(C)(C)OC (2-benzyl-1-(1-methoxy-1-methylethyl)-1,2,3,4-tetrahydroisoquinoline). RXN SMILES: [CH2:1]([N:8]1[CH2:17][CH2:16][C:15]2[C:10](=[CH:11][CH:12]=[CH:13][CH:14]=2)[CH:9]1[C:18]([OH:21])([CH3:20])[CH3:19])[C:2]1[CH:7]=[CH:6][CH:5]=[CH:4][CH:3]=1.[H-].[Na+].[CH3:24]I.O>C1COCC1>[CH2:1]([N:8]1[CH2:17][CH2:16][C:15]2[C:10](=[CH:11][CH:12]=[CH:13][CH:14]=2)[CH:9]1[C:18]([O:21][CH3:24])([CH3:19])[CH3:20])[C:2]1[CH:3]=[CH:4][CH:5]=[CH:6][CH:7]=1 |f:1.2|. Procedure details: With cooling in an ice-MeOH bath under an argon atmosphere, a solution of 2-(2-benzyl-1,2,3,4-tetrahydroisoquinolin-1-yl)propan-2-ol (1.27 g) in THF (7 mL) was added dropwise to a solution of sodium hydride (60%, 199 mg) in THF (5 mL), followed by stirring at room temperature for 0.5 hours. Then, the reaction liquid was cooled in ice and methyl iodide (0.42 mL) was added thereto. The mixture was stirred at room temperature for 8 hours. To the mixture were added sodium hydride (60%, 199 mg) and m... Reactants: resultant mixture, compound, COC=1C=C(C=C(C1OC)OC)CCC1=CC=C(C=C1)C=1C2=C(NC(CN1)=O)SC=C2 (1,3-dihydro-5-[4-[2-(3,4,5-trimethoxyphenyl)ethyl]phenyl]-2H-thieno[2,3-e][1,4]diazepin-2-one), P12(=S)SP3(=S)SP(=S)(S1)SP(=S)(S2)S3 (phosphorus pentasulfide). Run in N1=CC=CC=C1 (pyridine). Run at temperature 25 celsius. The product is COC=1C=C(C=C(C1OC)OC)CCC1=CC=C(C=C1)C=1C2=C(NC(CN1)=S)SC=C2 (1,3-dihydro-5-[4-[2-(3,4,5-trimethoxyphenyl)ethyl]phenyl]-2H-thieno[2,3-e][1,4]diazepin-2-thione). Reaction SMILES: [CH3:1][O:2][C:3]1[CH:4]=[C:5]([CH2:13][CH2:14][C:15]2[CH:20]=[CH:19][C:18]([C:21]3[C:22]4[CH:31]=[CH:30][S:29][C:23]=4[NH:24][C:25](=O)[CH2:26][N:27]=3)=[CH:17][CH:16]=2)[CH:6]=[C:7]([O:11][CH3:12])[C:8]=1[O:9][CH3:10].P12(SP3(SP(SP(S3)(S1)=S)(=S)S2)=S)=[S:33]>N1C=CC=CC=1>[CH3:1][O:2][C:3]1[CH:4]=[C:5]([CH2:13][CH2:14][C:15]2[CH:20]=[CH:19][C:18]([C:21]3[C:22]4[CH:31]=[CH:30][S:29][C:23]=4[NH:24][C:25](=[S:33])[CH2:26][N:27]=3)=[CH:17][CH:16]=2)[CH:6]=[C:7]([O:11][CH3:12])[C:8]=1[O:9][CH3:10]. Reported procedure: To a solution of 0.6 g (1.4 mmol) of the compound prepared in (e) above in 30 ml of dry pyridine was added 0.37 g (0.82 mmol) of phosphorus pentasulfide, and the resultant mixture was heated to 90° C. and maintained at this temperature for 30 minutes under a nitrogen atmosphere. After cooling the reaction mixture to 25° C., the solvent was evaporated and the resultant residue was diluted with methylene chloride. The organic phase was then washed successively with water and brine, dried over anhy... Starting materials: COC=CC(C)=O (4-methoxy-3-buten-2-one), C(#N)CC(=O)N (α-cyanoacetamide), C(C)(=O)O (acetic acid), N1CCCCC1 (piperidine). Solvent: O (water), COCCO (methyl cellosolve). Run at time 3 hour. The product is C(#N)C=1C(NC(=CC1)C)=O (3-cyano-6-methyl-2-pyridone). RXN SMILES: CO[CH:3]=[CH:4][C:5](=O)[CH3:6].[C:8]([CH2:10][C:11]([NH2:13])=[O:12])#[N:9].C(O)(=O)C.N1CCCCC1>O.COCCO>[C:8]([C:10]1[C:11](=[O:12])[NH:13][C:4]([CH3:3])=[CH:5][CH:6]=1)#[N:9]. Reported procedure: A mixture of 150 g (1.5 m) of 4-methoxy-3-buten-2-one, 126 g (1.5 m) of α-cyanoacetamide, and catalyst (6 cc of glacial acetic acid in 15 cc of water made basic with piperidine) in 750 cc of methyl cellosolve is refluxed and stirred for 3 hours. The solution which forms is concentrated in vacuo and the residue semi-solid is boiled in an excess of isopropanol and filtered hot. The first crop is dried to afford a 94.5 g (47%) yield of 3-cyano-6-methyl-2-pyridone, m.p. 245-246 dec. A mixture of 72 ...